The task is: describe an organic reaction: reactants, conditions, products, and yield. This data is from the Open Reaction Database (ORD), a public repository of structured organic reaction records. Yields the product O[C@H](C)[C@@H]1[C@@H]2N(C(=C([C@@H]2C)S[C@H]2C[C@H](N(C2)C(=O)OCC2=CC=C(C=C2)[N+](=O)[O-])C2C(CN(C2)C(=O)OCC2=CC=C(C=C2)[N+](=O)[O-])CO)C(=O)OCC2=CC=C(C=C2)[N+](=O)[O-])C1=O (p-nitrobenzyl (1R, 5S, 6S)- 6-[(R)-1-hydroxyethyl]-2-[(2S,4S)-2-[3-hydroxymethyl-N-(p-nitrobenzyloxycarbonyl)pyrrolidin-4-yl]-N-(p-nitrobenzyloxycarbonyl)pyrrolidin-4-ylthio]-1-methyl-1-carbapen-2-em-3-carboxylate). Reactants: OCC1CN(CC1[C@H]1N(C[C@H](C1)S)C(=O)OCC1=CC=C(C=C1)[N+](=O)[O-])C(=O)OCC1=CC=C(C=C1)[N+](=O)[O-] ((2S, 4S)-2-[3-hydroxymethyl-N-(p-nitrobenzyloxycarbonyl)pyrrolidin-4-yl]-4-mercapto-N-(p-nitrobenzyloxycarbonyl)pyrrolidine), O(C1=CC=CC=C1)P(=O)(OC1=CC=CC=C1)OC=1[C@@H]([C@@H]2N(C1C(=O)OCC1=CC=C(C=C1)[N+](=O)[O-])C([C@@H]2[C@@H](C)O)=O)C (p-nitrobenzyl (1R, 5S, 6S)-2-diphenoxyphosphoryloxy-6-[(R)-1-hydroxyethyl]-1-methyl-1-carbapen-2-em-3-carboxylate). RXN SMILES: [OH:1][CH2:2][CH:3]1[CH:7]([C@@H:8]2[CH2:12][C@H:11]([SH:13])[CH2:10][N:9]2[C:14]([O:16][CH2:17][C:18]2[CH:23]=[CH:22][C:21]([N+:24]([O-:26])=[O:25])=[CH:20][CH:19]=2)=[O:15])[CH2:6][N:5]([C:27]([O:29][CH2:30][C:31]2[CH:36]=[CH:35][C:34]([N+:37]([O-:39])=[O:38])=[CH:33][CH:32]=2)=[O:28])[CH2:4]1.O(P(O[C:57]1[C@H:58]([CH3:81])[C@H:59]2[C@@H:76]([C@H:77]([OH:79])[CH3:78])[C:75](=[O:80])[N:60]2[C:61]=1[C:62]([O:64][CH2:65][C:66]1[CH:71]=[CH:70][C:69]([N+:72]([O-:74])=[O:73])=[CH:68][CH:67]=1)=[O:63])(OC1C=CC=CC=1)=O)C1C=CC=CC=1>>[OH:79][C@@H:77]([C@H:76]1[C:75](=[O:80])[N:60]2[C:61]([C:62]([O:64][CH2:65][C:66]3[CH:67]=[CH:68][C:69]([N+:72]([O-:74])=[O:73])=[CH:70][CH:71]=3)=[O:63])=[C:57]([S:13][C@@H:11]3[CH2:10][N:9]([C:14]([O:16][CH2:17][C:18]4[CH:23]=[CH:22][C:21]([N+:24]([O-:26])=[O:25])=[CH:20][CH:19]=4)=[O:15])[C@H:8]([CH:7]4[CH2:6][N:5]([C:27]([O:29][CH2:30][C:31]5[CH:36]=[CH:35][C:34]([N+:37]([O-:39])=[O:38])=[CH:33][CH:32]=5)=[O:28])[CH2:4][CH:3]4[CH2:2][OH:1])[CH2:12]3)[C@H:58]([CH3:81])[C@H:59]12)[CH3:78]. Isolated yield 57.3%. Procedure: The same procedure as in Example 1-1) was carried out by using (2S, 4S)-2-[3-hydroxymethyl-N-(p-nitrobenzyloxycarbonyl)pyrrolidin-4-yl]-4-mercapto-N-(p-nitrobenzyloxycarbonyl)pyrrolidine diastereomer A (3.34 g, 5.42 mmol, compound of Reference Example 5) and p-nitrobenzyl (1R, 5S, 6S)-2-diphenoxyphosphoryloxy-6-[(R)-1-hydroxyethyl]-1-methyl-1-carbapen-2-em-3-carboxylate (3.22 g, 5.42 mmol) to obtain p-nitrobenzyl (1R, 5S, 6S)- 6-[(R)-1-hydroxyethyl]-2-[(2S,4S)-2-[3-hydroxymethyl-N-(p-nitrobenzyl... Reaction SMILES: [C:1]([O:2][CH2:3][CH:4]([CH2:5][O:6][N+:7](=[O:8])[O-:9])[O:10][N+:11](=[O:12])[O-:13])([O:14][CH2:15][C:16](=[C:17]([CH2:18][O:19][Si:20]([C:21]([CH3:22])([CH3:23])[CH3:24])([CH3:25])[CH3:26])[c:27]1[cH:28][cH:29][cH:30][cH:31][cH:32]1)[c:33]1[cH:34][cH:35][c:36]([S:39](=[O:40])(=[O:41])[CH3:42])[cH:37][cH:38]1)=[O:43].[CH3:44][C:45]#[N:46].[CH3:47][c:48]1[cH:49][cH:50][cH:51][cH:52][cH:53]1>>[C:1]([O:2][CH2:3][CH:4]([CH2:5][O:6][N+:7](=[O:8])[O-:9])[O:10][N+:11](=[O:12])[O-:13])([O:14][CH2:15][C:16](=[C:17]([CH2:18][OH:19])[c:27]1[cH:28][cH:29][cH:30][cH:31][cH:32]1)[c:33]1[cH:34][cH:35][c:36]([S:39](=[O:40])(=[O:41])[CH3:42])[cH:37][cH:38]1)=[O:43]. Product: CS(=O)(=O)c1ccc(C(COC(=O)OCC(CO[N+](=O)[O-])O[N+](=O)[O-])=C(CO)c2ccccc2)cc1. Starting materials: CC(C)(C)[Si](C)(C)OCC(=C(COC(=O)OCC(CO[N+](=O)[O-])O[N+](=O)[O-])c1ccc(S(C)(=O)=O)cc1)c1ccccc1, CC#N, Cc1ccccc1. Starting materials: CN(C1=CC=C(C=C1)CN(C(=O)C1CCCC2=CC(=CC=C12)O)C1=CC=C(C=C1)C(C)C)C (N-[(4-dimethylaminophenyl)methyl]-6-hydroxy-N-(4-isopropylphenyl)-1,2,3,4-tetrahydronaphthalene-1-carboxamide), Cl.ClCCN(C)C (2-chloro-N,N-dimethylethylamine hydrochloride), C([O-])([O-])=O.[K+].[K+] (potassium carbonate). The solvent is CN(C=O)C (dimethylformamide). Conditions: temperature 50 celsius. The product is CN(CCOC=1C=C2CCCC(C2=CC1)C(=O)N(C1=CC=C(C=C1)C(C)C)CC1=CC=C(C=C1)N(C)C)C (6-[2-(dimethylamino)ethoxy]-N-[(4-dimethylaminophenyl)methyl]-N-(4-isopropylphenyl)-1,2,3,4-tetrahydronaphthalene-1-carboxamide). Yield: 13.1%. As a reaction SMILES: [CH3:1][N:2]([CH3:33])[C:3]1[CH:8]=[CH:7][C:6]([CH2:9][N:10]([C:24]2[CH:29]=[CH:28][C:27]([CH:30]([CH3:32])[CH3:31])=[CH:26][CH:25]=2)[C:11]([CH:13]2[C:22]3[C:17](=[CH:18][C:19]([OH:23])=[CH:20][CH:21]=3)[CH2:16][CH2:15][CH2:14]2)=[O:12])=[CH:5][CH:4]=1.Cl.Cl[CH2:36][CH2:37][N:38]([CH3:40])[CH3:39].C(=O)([O-])[O-].[K+].[K+]>CN(C)C=O>[CH3:39][N:38]([CH3:40])[CH2:37][CH2:36][O:23][C:19]1[CH:18]=[C:17]2[C:22](=[CH:21][CH:20]=1)[CH:13]([C:11]([N:10]([CH2:9][C:6]1[CH:7]=[CH:8][C:3]([N:2]([CH3:33])[CH3:1])=[CH:4][CH:5]=1)[C:24]1[CH:25]=[CH:26][C:27]([CH:30]([CH3:31])[CH3:32])=[CH:28][CH:29]=1)=[O:12])[CH2:14][CH2:15][CH2:16]2 |f:1.2,3.4.5|. Procedure: To a solution of N-[(4-dimethylaminophenyl)methyl]-6-hydroxy-N-(4-isopropylphenyl)-1,2,3,4-tetrahydronaphthalene-1-carboxamide (0.66 g) in dimethylformamide (10 mL) were added 2-chloro-N,N-dimethylethylamine hydrochloride (0.26 g) and potassium carbonate (0.62 g), and the mixture was stirred with heating at 50° C. for 3 hr. The reaction mixture was partitioned between water and ethyl acetate. The organic layer was washed with saturated brine and dried over magnesium sulfate. The solvent was evap... The reactants are N1(CCOCC1)CCC#CC=1C=C(C=O)C=CC1 (3-(4-Morpholin-4-yl-but-1-ynyl)-benzaldehyde), N1CCC(CC1)O (piperidin-4-ol). Product: N1(CCOCC1)CCC#CC=1C=C(CN2CCC(CC2)O)C=CC1 (1-[3-(4-Morpholin-4-yl-but-1-ynyl)-benzyl]-piperidin-4-ol). RXN SMILES: [N:1]1([CH2:7][CH2:8][C:9]#[C:10][C:11]2[CH:12]=[C:13]([CH:16]=[CH:17][CH:18]=2)[CH:14]=O)[CH2:6][CH2:5][O:4][CH2:3][CH2:2]1.[NH:19]1[CH2:24][CH2:23][CH:22]([OH:25])[CH2:21][CH2:20]1>>[N:1]1([CH2:7][CH2:8][C:9]#[C:10][C:11]2[CH:12]=[C:13]([CH:16]=[CH:17][CH:18]=2)[CH2:14][N:19]2[CH2:24][CH2:23][CH:22]([OH:25])[CH2:21][CH2:20]2)[CH2:6][CH2:5][O:4][CH2:3][CH2:2]1. Procedure: May be prepared analogously to Example 15 using the product of Example 10 and piperidin-4-ol. Starting materials: N12CC(C(CC1)CC2)OC2=CC=C(C=C2)C=2C=C1C=CNC1=CC2 (5-[4-(1-azabicyclo[2.2.2]oct-3-yloxy)phenyl]-1H-indole), C(\C=C\C(=O)O)(=O)O (fumaric acid). Run in CCOC(=O)C.CCO (EtOAc EtOH). Yields the product C(\C=C\C(=O)O)(=O)O.N12CC(C(CC1)CC2)OC2=CC=C(C=C2)C=2C=C1C=CNC1=CC2 (5-[4-(1-azabicyclo[2.2.2]oct-3-yloxy)phenyl]-1H-indole fumarate). As a reaction SMILES: [N:1]12[CH2:8][CH2:7][CH:4]([CH2:5][CH2:6]1)[CH:3]([O:9][C:10]1[CH:15]=[CH:14][C:13]([C:16]3[CH:17]=[C:18]4[C:22](=[CH:23][CH:24]=3)[NH:21][CH:20]=[CH:19]4)=[CH:12][CH:11]=1)[CH2:2]2.[C:25]([OH:32])(=[O:31])/[CH:26]=[CH:27]/[C:28]([OH:30])=[O:29]>CCOC(C)=O.CCO>[C:25]([OH:32])(=[O:31])/[CH:26]=[CH:27]/[C:28]([OH:30])=[O:29].[N:1]12[CH2:8][CH2:7][CH:4]([CH2:5][CH2:6]1)[CH:3]([O:9][C:10]1[CH:11]=[CH:12][C:13]([C:16]3[CH:17]=[C:18]4[C:22](=[CH:23][CH:24]=3)[NH:21][CH:20]=[CH:19]4)=[CH:14][CH:15]=1)[CH2:2]2 |f:2.3,4.5|. Reported procedure: The product of Example 3A (80 mg, 0.25 mmol) was treated with fumaric acid (29 mg, 0.25 mmol) in EtOAc/EtOH (v. 1:1, 4 mL) at ambient temperature for 10 h. The title compound was obtained as solid (57 mg, yield, 52%). 1H NMR (300 MHz, CD3OD) δ 1.78–2.16 (m, 3H), 2.25–2.39 (m, 1H), 2.46–2.54 (m, 1H), 3.14–3.45 (m, 5H), 3.69–3.81 (m, 1H), 4.80–4.89 (m, 1H), 6.46 (dd, J=3.0, 1.0, 1H), 6.68 (s, 2H), 7.02 (dt, J=8.8, 2.5 Hz, 2H), 7.23 (d, J=3.1 Hz, 1H), 7.31 (dd, J=8.5, 2.0 Hz, 1H), 7.43 (dt, J=8.4, ... The reactants are C(C)(C)(C)OC(=O)NCC1CN(CC1)CCCN1C(NC2=C1C=CC=C2)=O (3-tert-Butoxycarbonylaminomethyl-1-(3-(2,3-dihydro-2-oxobenzimidazol-1-yl)propyl)pyrrolidine), NC1=CC(=C(C(=O)O)C=C1Cl)OC (4-amino-5-chloro-2-methoxybenzoic acid). Yields the product NC1=CC(=C(C(=O)NCC2CN(CC2)CCCN2C(NC3=C2C=CC=C3)=O)C=C1Cl)OC (4-amino-5-chloro-N-(1-(3-(2,3-dihydro-2-oxobenzimidazol-1-yl)propyl)pyrrolidin-3-ylmethyl)-2-methoxybenzamide). Reaction SMILES: C(O[C:6]([NH:8][CH2:9][CH:10]1[CH2:14][CH2:13][N:12]([CH2:15][CH2:16][CH2:17][N:18]2[C:22]3[CH:23]=[CH:24][CH:25]=[CH:26][C:21]=3[NH:20][C:19]2=[O:27])[CH2:11]1)=[O:7])(C)(C)C.[NH2:28][C:29]1[C:37]([Cl:38])=[CH:36][C:32](C(O)=O)=[C:31]([O:39][CH3:40])[CH:30]=1>>[NH2:28][C:29]1[C:37]([Cl:38])=[CH:36][C:32]([C:6]([NH:8][CH2:9][CH:10]2[CH2:14][CH2:13][N:12]([CH2:15][CH2:16][CH2:17][N:18]3[C:22]4[CH:23]=[CH:24][CH:25]=[CH:26][C:21]=4[NH:20][C:19]3=[O:27])[CH2:11]2)=[O:7])=[C:31]([O:39][CH3:40])[CH:30]=1. Procedure: 3-tert-Butoxycarbonylaminomethyl-1-(3-(2,3-dihydro-2-oxobenzimidazol-1-yl)propyl)pyrrolidine (1.31 g) as starting compound was reacted and treated in the same manner as in Example 67 using 4-amino-5-chloro-2-methoxybenzoic acid (0.7 g) to give 4-amino-5-chloro-N-(1-(3-(2,3-dihydro-2-oxobenzimidazol-1-yl)propyl)pyrrolidin-3-ylmethyl)-2-methoxybenzamide. The reactants are CO, CC(C)=O, CCCCCC=CC=C1C(=O)C=CC1CC=CCCCC(=O)OC, [Cl-], Cl, [NH4+], [Na+], [Na+], [OH-], OO, O=C([O-])O. Yields the product CCCCCC=CC=C1C(=O)C(Cl)=CC1CC=CCCCC(=O)OC. As a reaction SMILES: [CH3:37][OH:38].[CH3:39][C:40](=[O:41])[CH3:42].[CH3:3][O:4][C:5](=[O:6])[CH2:7][CH2:8][CH2:9][CH:10]=[CH:11][CH2:12][CH:13]1[CH:14]=[CH:15][C:16](=[O:26])[C:17]1=[CH:18][CH:19]=[CH:20][CH2:21][CH2:22][CH2:23][CH2:24][CH3:25].[Cl-:29].[ClH:31].[NH4+:30].[Na+:28].[Na+:32].[OH-:27].[OH:1][OH:2].[OH:33][C:34](=[O:35])[O-:36]>>[CH3:3][O:4][C:5](=[O:6])[CH2:7][CH2:8][CH2:9][CH:10]=[CH:11][CH2:12][CH:13]1[CH:14]=[C:15]([Cl:29])[C:16](=[O:26])[C:17]1=[CH:18][CH:19]=[CH:20][CH2:21][CH2:22][CH2:23][CH2:24][CH3:25]. Reactants: ClC1=C(C#N)C=CC(=C1)C1=NNC=C1 (2-chloro-4-(1H-pyrazol-3-yl)benzonitrile), OCC(C(C)C)NC(OC(C)(C)C)=O (tert-butyl 1-hydroxy-3-methylbutan-2-ylcarbamate). The product is NC(CN1N=C(C=C1)C1=CC(=C(C#N)C=C1)Cl)C(C)C (4-(1-(2-amino-3-methylbutyl)-1H-pyrazol-3-yl)-2-chlorobenzonitrile). Isolated yield 22.0%. RXN SMILES: [Cl:1][C:2]1[CH:9]=[C:8]([C:10]2[CH:14]=[CH:13][NH:12][N:11]=2)[CH:7]=[CH:6][C:3]=1[C:4]#[N:5].O[CH2:16][CH:17]([NH:21]C(=O)OC(C)(C)C)[CH:18]([CH3:20])[CH3:19]>>[NH2:21][CH:17]([CH:18]([CH3:20])[CH3:19])[CH2:16][N:12]1[CH:13]=[CH:14][C:10]([C:8]2[CH:7]=[CH:6][C:3]([C:4]#[N:5])=[C:2]([Cl:1])[CH:9]=2)=[N:11]1. Procedure: The title compound was prepared using the method of Example 34(c) starting from 2-chloro-4-(1H-pyrazol-3-yl)benzonitrile (0.2 g; 0.98 mmol) and tert-butyl 1-hydroxy-3-methylbutan-2-ylcarbamate (0.22 g; m 1.09 mmol). Yield 22%. 1H-NMR (400 MHz; CDCl3): δ 1.02 (m, 6H), 1.71 (m, 1H), 3.14 (m, 1H), 3.95 (m, 1H), 4.27 (m, 1H), 6.61 (d, 1H), 7.51 (d, 1H), 7.66 (d, 1H), 7.77 (dd, 1H), 7.97 (s, 1H). Starting materials: COC(C1=CC=C(C=C1)OCCCCCCC1=C(C(=CC=C1)OC)OC)=O (4-[6-(2,3-dimethoxyphenyl)hexyloxy]benzoic acid methyl ester), B(Br)(Br)Br (boron tribromide). Run in C(Cl)Cl (methylene chloride), C(Cl)Cl (methylene chloride). Conditions: time 7 hour. The product is OC1=C(C=CC=C1O)CCCCCCOC1=CC=C(C(=O)O)C=C1 (4-[6-(2,3-dihydroxyphenyl)hexyloxy]benzoic acid). The yield is 42.0%. As a reaction SMILES: C[O:2][C:3](=[O:27])[C:4]1[CH:9]=[CH:8][C:7]([O:10][CH2:11][CH2:12][CH2:13][CH2:14][CH2:15][CH2:16][C:17]2[CH:22]=[CH:21][CH:20]=[C:19]([O:23]C)[C:18]=2[O:25]C)=[CH:6][CH:5]=1.B(Br)(Br)Br>C(Cl)Cl>[OH:25][C:18]1[C:19]([OH:23])=[CH:20][CH:21]=[CH:22][C:17]=1[CH2:16][CH2:15][CH2:14][CH2:13][CH2:12][CH2:11][O:10][C:7]1[CH:6]=[CH:5][C:4]([C:3]([OH:27])=[O:2])=[CH:9][CH:8]=1. Procedure: To 0.80 g (2.2 mmol) of 4-[6-(2,3-dimethoxyphenyl)hexyloxy]benzoic acid methyl ester in 25 mL of methylene chloride stirred and cooled at -70° was added 8.0 mL of 1M boron tribromide in methylene chloride. The reaction mixture was stirred at -70° for 30 minutes and at -20° for 7 hours. Workup as in example 32 and recrystallization from ethyl acetate-hexane gave 0.30 g (42% yield), mp 170°-172° of 4-[6-(2,3-dihydroxyphenyl)hexyloxy]benzoic acid. Starting materials: C([S-])([S-])=S.[Na+].[Na+] (sodium trithiocarbonate), C(C=C)(=O)OCC(C)C (isobutyl acrylate). The solvent is Cl (hydrochloric acid). Run at temperature -10 celsius, time 10 minute. Yields the product C(C(C)C)OC(C(C)S)=O (mercaptopropionic acid isobutyl ester). The yield is 78.9%. As a reaction SMILES: C(=S)([S-])[S-:2].[Na+].[Na+].[C:7]([O:11][CH2:12][CH:13]([CH3:15])[CH3:14])(=[O:10])[CH:8]=[CH2:9]>Cl>[CH2:12]([O:11][C:7](=[O:10])[CH:8]([SH:2])[CH3:9])[CH:13]([CH3:15])[CH3:14] |f:0.1.2|. Reported procedure: There were present in a stirring apparatus 577.5 grams of a 40% sodium trithiocarbonate solution (corresponding to 1.5 moles). Under stirring at -10° C. there were dropped in 128 grams of isobutyl acrylate (1.0 mole). Post stirring was continued for a further 10 minutes and then the mixture was acidified with 350 ml of 32% hydrochloric acid. After the phase separation the organic phase was fractionally distilled. There were obtained 128 grams of mercaptopropionic acid isobutyl ester (correspondi...